This data is from the Open Reaction Database (ORD), a public repository of structured organic reaction records. The task is: describe an organic reaction: reactants, conditions, products, and yield Starting materials: C([O-])([O-])=O.[K+].[K+] (potassium carbonate), CC1=C(C=CC(=C1)OCCCCCCCCCCCCCCCCCC)[N+](=O)[O-] (2-methyl-4-octadecyloxynitrobenzene), CO (methanol), Cl (hydrochloric acid). Reagents/catalysts: [Fe] (Iron). Solvent: O1CCOCC1 (dioxane), O (water), ClCCl (Dichloromethane). Run at temperature 85 celsius, time 3 hour. The product is CC1=C(N)C=CC(=C1)OCCCCCCCCCCCCCCCCCC (2-methyl-4-octadecyloxyaniline). Yield: 81.5%. As a reaction SMILES: [CH3:1][C:2]1[CH:7]=[C:6]([O:8][CH2:9][CH2:10][CH2:11][CH2:12][CH2:13][CH2:14][CH2:15][CH2:16][CH2:17][CH2:18][CH2:19][CH2:20][CH2:21][CH2:22][CH2:23][CH2:24][CH2:25][CH3:26])[CH:5]=[CH:4][C:3]=1[N+:27]([O-])=O.CO.Cl.C(=O)([O-])[O-].[K+].[K+]>[Fe].ClCCl.O.O1CCOCC1>[CH3:1][C:2]1[CH:7]=[C:6]([O:8][CH2:9][CH2:10][CH2:11][CH2:12][CH2:13][CH2:14][CH2:15][CH2:16][CH2:17][CH2:18][CH2:19][CH2:20][CH2:21][CH2:22][CH2:23][CH2:24][CH2:25][CH3:26])[CH:5]=[CH:4][C:3]=1[NH2:27] |f:3.4.5|. Procedure: The mixture of crude 2-methyl-4-octadecyloxynitrobenzene (30 g, ca. 0.065 mol), methanol (55 mL), concentrated hydrochloric acid (40.5 mL) and dioxane (50 mL) was heated to 85° C. Iron powder (11.2 g, 0.20 mol) was added in small portions with intensive stirring. After the addition was complete the reaction mixture was stirred at 85° C. for another 3 hours and poured warm into water (800 mL), stirred for 30 minutes and the pH adjusted to 10.0 by addition of aqueous potassium carbonate solution. ... The reactants are C1(=CC=CC=C1)O (phenol), CSC1=CC=C(C=C1)O (para-(methylthio)phenol), di(methylthio)phenols. The product is CSC1=C(C=CC=C1)O (ortho-(methylthio)phenol). The yield is 221.7%. Reaction SMILES: [C:1]1([OH:7])[CH:6]=[CH:5][CH:4]=[CH:3][CH:2]=1.[CH3:8][S:9]C1C=CC(O)=CC=1>>[CH3:8][S:9][C:2]1[CH:3]=[CH:4][CH:5]=[CH:6][C:1]=1[OH:7]. Procedure: Phenol (12.5 g, 0.13 moles), methyl disulfide (8.4 g, 0.089 moles), and H ELZ-20 (2.5 g) were combined and heated under nitrogen at reflux for 3 hours during which the temperature increased to 180° C. and GC analysis indicated no further increase in the amount of ortho-(methylthio)phenol. Methyl mercaptan was allowed to escape continuously. The mixture was cooled to room temperature and filtered. The catalyst was washed several times with ether and allowed to dry leaving solid weighing 3.2 g. Th... Starting materials: CC(C)c1cccc(C(C)C)c1N, Cl, [I-], [K+], O=N[O-], [Na+], O. The product is CC(C)c1cccc(C(C)C)c1I. As a reaction SMILES: [CH:1]([CH3:2])([CH3:3])[c:4]1[c:5]([NH2:6])[c:7]([CH:11]([CH3:12])[CH3:13])[cH:8][cH:9][cH:10]1.[ClH:21].[I-:19].[K+:18].[N:14]([O-:15])=[O:16].[Na+:17].[OH2:20]>>[CH:1]([CH3:2])([CH3:3])[c:4]1[c:5]([I:19])[c:7]([CH:11]([CH3:12])[CH3:13])[cH:8][cH:9][cH:10]1. The reactants are CC(C)(C)OC(=O)COc1ccc2c(c1)CC(NCC(O)c1ccc(OCc3ccccc3)c(NS(C)(=O)=O)c1)CCC2, CO, [H][H]. The product is CC(C)(C)OC(=O)COc1ccc2c(c1)CC(NCC(O)c1ccc(O)c(NS(C)(=O)=O)c1)CCC2. As a reaction SMILES: [C:1]([CH3:2])([CH3:3])([CH3:4])[O:5][C:6]([CH2:7][O:8][c:9]1[cH:10][cH:11][c:12]2[c:13]([cH:42]1)[CH2:14][CH:15]([NH:19][CH2:20][CH:21]([OH:22])[c:23]1[cH:24][c:25]([NH:37][S:38](=[O:39])(=[O:40])[CH3:41])[c:26]([O:29][CH2:30][c:31]3[cH:32][cH:33][cH:34][cH:35][cH:36]3)[cH:27][cH:28]1)[CH2:16][CH2:17][CH2:18]2)=[O:43].[CH3:46][OH:47].[H:44][H:45]>>[C:1]([CH3:2])([CH3:3])([CH3:4])[O:5][C:6]([CH2:7][O:8][c:9]1[cH:10][cH:11][c:12]2[c:13]([cH:42]1)[CH2:14][CH:15]([NH:19][CH2:20][CH:21]([OH:22])[c:23]1[cH:24][c:25]([NH:37][S:38](=[O:39])(=[O:40])[CH3:41])[c:26]([OH:29])[cH:27][cH:28]1)[CH2:16][CH2:17][CH2:18]2)=[O:43]. Reactants: FC(C=1C=C(C=CC1)C1=CC(=NC(=N1)N)N)(F)F (6-(3-trifluoromethyl-phenyl)-pyrimidine-2,4-diamine), C1CC(=O)N(C1=O)I (NIS). Yields the product IC=1C(=NC(=NC1C1=CC(=CC=C1)C(F)(F)F)N)N (5-Iodo-6-(3-trifluoromethyl-phenyl)-pyrimidine-2,4-diamine). RXN SMILES: [F:1][C:2]([F:18])([F:17])[C:3]1[CH:4]=[C:5]([C:9]2[N:14]=[C:13]([NH2:15])[N:12]=[C:11]([NH2:16])[CH:10]=2)[CH:6]=[CH:7][CH:8]=1.C1C(=O)N([I:26])C(=O)C1>>[I:26][C:10]1[C:11]([NH2:16])=[N:12][C:13]([NH2:15])=[N:14][C:9]=1[C:5]1[CH:6]=[CH:7][CH:8]=[C:3]([C:2]([F:1])([F:17])[F:18])[CH:4]=1. Procedure details: The title compound is synthesized according to general procedure GP1 starting from 1.8 g (7.1 mmol) 6-(3-trifluoromethyl-phenyl)-pyrimidine-2,4-diamine and 1.8 g (7.8 mmol) NIS. Yield: 2.0 g (74%).